Dataset: the Open Reaction Database (ORD), a public repository of structured organic reaction records. Task: describe an organic reaction: reactants, conditions, products, and yield The reactants are crude product, C(C1=CC=CC=C1)=C(C(=O)OC)COC(C)=O (methyl 2-benzylidene-3-acetoxypropionate), [OH-].[Na+] (sodium hydroxide). Run in CO (methanol). Reaction conditions: time 4 hour. Yields the product C(C1=CC=CC=C1)=C(C(=O)OC)CO (methyl 2-benzylidene-3-hydroxypropionate). Reaction SMILES: [CH:1](=[C:8]([CH2:13][O:14]C(=O)C)[C:9]([O:11][CH3:12])=[O:10])[C:2]1[CH:7]=[CH:6][CH:5]=[CH:4][CH:3]=1.[OH-].[Na+]>CO>[CH:1](=[C:8]([CH2:13][OH:14])[C:9]([O:11][CH3:12])=[O:10])[C:2]1[CH:7]=[CH:6][CH:5]=[CH:4][CH:3]=1 |f:1.2|. Procedure: The crude product (2.1917 g) of methyl 2-benzylidene-3-acetoxypropionate obtained in Example 13 was dissolved in 15 ml of methanol, and 84 mg (97%, 2.04 mmols) of sodium hydroxide were added thereto. The mixture was stirred at room temperature for 4 hours to form methyl 2-benzylidene-3-hydroxypropionate. The reactants are CC1CN(C(=O)OC(C)(C)C)CC2Cc3ccc(CO)nc3N12, ClCCl. Yields the product CC1CN(C(=O)OC(C)(C)C)CC2Cc3ccc(C=O)nc3N12. As a reaction SMILES: [C:1]([CH3:2])([CH3:3])([CH3:4])[O:5][C:6](=[O:7])[N:8]1[CH2:9][CH:10]2[CH2:11][c:12]3[cH:13][cH:14][c:15]([CH2:22][OH:23])[n:16][c:17]3[N:18]2[CH:19]([CH3:21])[CH2:20]1.[Cl:24][CH2:25][Cl:26]>>[C:1]([CH3:2])([CH3:3])([CH3:4])[O:5][C:6](=[O:7])[N:8]1[CH2:9][CH:10]2[CH2:11][c:12]3[cH:13][cH:14][c:15]([CH:22]=[O:23])[n:16][c:17]3[N:18]2[CH:19]([CH3:21])[CH2:20]1. Starting materials: BrC=1C=C(C(=NC1)F)C(C(=O)N(C)C)=O (2-(5-Bromo-2-fluoro-pyridin-3-yl)-N,N-dimethyl-2-oxo-acetamide), N (ammonia). The solvent is C(C)O (ethyl alcohol). Product: NC1=NC=C(C=C1C(C(=O)N(C)C)=O)Br (2-(2-amino-5-bromo-pyridin-3-yl)-N,N-dimethyl-2-oxo-acetamide). As a reaction SMILES: [Br:1][C:2]1[CH:3]=[C:4]([C:9](=[O:15])[C:10]([N:12]([CH3:14])[CH3:13])=[O:11])[C:5](F)=[N:6][CH:7]=1.[NH3:16]>C(O)C>[NH2:16][C:5]1[C:4]([C:9](=[O:15])[C:10]([N:12]([CH3:14])[CH3:13])=[O:11])=[CH:3][C:2]([Br:1])=[CH:7][N:6]=1. Procedure: 2-(5-Bromo-2-fluoro-pyridin-3-yl)-N,N-dimethyl-2-oxo-acetamide (948 mg, 3.45 mmol) was treated with saturated ammonia solution in ethyl alcohol (10 mL) in a sealed vial at 50° C. for 1 h. The reaction was complete and the mixture was dried in vacuo and used crude in the next step. MS: m/z 272 (M+H+). The reactants are O=C1CCC(=O)N1Br, ClCCl, COCCOCN(c1ccc(F)c(-c2cc[nH]n2)c1F)S(=O)(=O)c1cc(F)ccc1F. Yields the product COCCOCN(c1ccc(F)c(-c2n[nH]cc2Br)c1F)S(=O)(=O)c1cc(F)ccc1F. As a reaction SMILES: [Br:32][N:33]1[C:34](=[O:35])[CH2:36][CH2:37][C:38]1=[O:39].[Cl:40][CH2:41][Cl:42].[F:1][c:2]1[c:3]([N:14]([S:15](=[O:16])(=[O:17])[c:18]2[c:19]([F:25])[cH:20][cH:21][c:22]([F:24])[cH:23]2)[CH2:26][O:27][CH2:28][CH2:29][O:30][CH3:31])[cH:4][cH:5][c:6]([F:13])[c:7]1-[c:8]1[n:9][nH:10][cH:11][cH:12]1>>[F:1][c:2]1[c:3]([N:14]([S:15](=[O:16])(=[O:17])[c:18]2[c:19]([F:25])[cH:20][cH:21][c:22]([F:24])[cH:23]2)[CH2:26][O:27][CH2:28][CH2:29][O:30][CH3:31])[cH:4][cH:5][c:6]([F:13])[c:7]1-[c:8]1[n:9][nH:10][cH:11][c:12]1[Br:32]. Starting materials: COc1ccc(C=O)cc1, CC(=O)O, NC1=NN(c2ccc(Br)c(C(F)(F)F)c2)CC1. Yields the product COc1ccc(C=NC2=NN(c3ccc(Br)c(C(F)(F)F)c3)CC2)cc1. Reaction SMILES: [CH3:18][O:19][c:20]1[cH:21][cH:22][c:23]([CH:24]=[O:25])[cH:26][cH:27]1.[CH3:28][C:29](=[O:30])[OH:31].[NH2:1][C:2]1=[N:3][N:4]([c:7]2[cH:8][c:9]([C:14]([F:15])([F:16])[F:17])[c:10]([Br:13])[cH:11][cH:12]2)[CH2:5][CH2:6]1>>[N:1]([C:2]1=[N:3][N:4]([c:7]2[cH:8][c:9]([C:14]([F:15])([F:16])[F:17])[c:10]([Br:13])[cH:11][cH:12]2)[CH2:5][CH2:6]1)=[CH:24][c:23]1[cH:22][cH:21][c:20]([O:19][CH3:18])[cH:27][cH:26]1. Starting materials: C(#C)C1(CCOCC1)O (4-Ethynyl-tetrahydro-pyran-4-ol), BrC1=C2/C(/C(NC2=CC=C1[N+](=O)[O-])=O)=C/C=1NC=CC1OC ((Z)-1,3-dihydro-4-bromo-3-[(3-methoxy-1H-pyrrol-2-yl)methylene]-5-nitro-2H-indol-2-one), BrC1=C2/C(/C(NC2=CC=C1[N+](=O)[O-])=O)=C/C=1NC=CC1OC ((Z)-1,3-dihydro-4-bromo-3-[(3-methoxy-1H-pyrrol-2-yl)methylene]-5-nitro-2H-indol-2-one). Reagents/catalysts: C=1C=CC(=CC1)[P](C=2C=CC=CC2)(C=3C=CC=CC3)[Pd]([P](C=4C=CC=CC4)(C=5C=CC=CC5)C=6C=CC=CC6)([P](C=7C=CC=CC7)(C=8C=CC=CC8)C=9C=CC=CC9)[P](C=1C=CC=CC1)(C=1C=CC=CC1)C=1C=CC=CC1 ((Ph3P)4Pd). The solvent is CCN(CC)CC (Et3N), CN(C)C=O (DMF). Yields the product OC1(CCOCC1)C#CC1=C2/C(/C(NC2=CC=C1[N+](=O)[O-])=O)=C/C=1NC=CC1OC ((Z)-1,3-Dihydro-4-[(4-hydroxy-tetrahydro-pyran-4-yl)ethynyl]-3-[(3-methoxy-1H-pyrrol-2-yl)methylene]-5-nitro-2H-indol-2-one). Reaction SMILES: [C:1]([C:3]1([OH:9])[CH2:8][CH2:7][O:6][CH2:5][CH2:4]1)#[CH:2].Br[C:11]1[C:19]([N+:20]([O-:22])=[O:21])=[CH:18][CH:17]=[C:16]2[C:12]=1/[C:13](=[CH:24]/[C:25]1[NH:26][CH:27]=[CH:28][C:29]=1[O:30][CH3:31])/[C:14](=[O:23])[NH:15]2>C1C=CC([P]([Pd]([P](C2C=CC=CC=2)(C2C=CC=CC=2)C2C=CC=CC=2)([P](C2C=CC=CC=2)(C2C=CC=CC=2)C2C=CC=CC=2)[P](C2C=CC=CC=2)(C2C=CC=CC=2)C2C=CC=CC=2)(C2C=CC=CC=2)C2C=CC=CC=2)=CC=1.CN(C=O)C.CCN(CC)CC>[OH:9][C:3]1([C:1]#[C:2][C:11]2[C:19]([N+:20]([O-:22])=[O:21])=[CH:18][CH:17]=[C:16]3[C:12]=2/[C:13](=[CH:24]/[C:25]2[NH:26][CH:27]=[CH:28][C:29]=2[O:30][CH3:31])/[C:14](=[O:23])[NH:15]3)[CH2:8][CH2:7][O:6][CH2:5][CH2:4]1 |^1:35,37,56,75|. Reported procedure: Using Method C above, 4-ethynyl-tetrahydro-pyran-4-ol (43.3 mg, 0.34 mmol) (Example 85A) was coupled with (Z)-1,3-dihydro-4-bromo-3-[(3-methoxy-1H-pyrrol-2-yl)methylene]-5-nitro-2H-indol-2-one (50 mg, 0.14 mmol) (Starting Material 7) using (Ph3P)4Pd (16 mg) and Cul (3.0 mg) as catalyst in DMF (4 mL) and Et3N (4 mL) as solvent at 85° C. for 18 h to give (Z)-1,3-Dihydro-4-[(4-hydroxy-tetrahydro-pyran-4-yl)ethynyl]-3-[(3-methoxy-1H-pyrrol-2-yl)methylene]-5-nitro-2H-indol-2-one. (Yield 30 mg, 53%).